Dataset: the Open Reaction Database (ORD), a public repository of structured organic reaction records. Task: describe an organic reaction: reactants, conditions, products, and yield Starting materials: C(C)(C)(C)OCl (t-BuOCl), O=CC1=CC(O)=C(OC)C=C1 (isovanillin), CCOCC (ether). The solvent is CC(=O)O (AcOH). Run at time 3 hour. The product is ClC1=C(C=O)C=CC(=C1O)OC (2-chloro-3-hydroxy-4-methoxybenzaldehyde). Yield: 69.2%. RXN SMILES: [O:1]=[CH:2][C:3]1[CH:11]=[CH:10][C:7]([O:8][CH3:9])=[C:5]([OH:6])[CH:4]=1.C(O[Cl:17])(C)(C)C.CCOCC>CC(O)=O>[Cl:17][C:4]1[C:5]([OH:6])=[C:7]([O:8][CH3:9])[CH:10]=[CH:11][C:3]=1[CH:2]=[O:1]. Procedure details: 41.2 g (0.271 mol) of isovanillin was dissolved in 160 ml of 90% AcOH under heating. 29.41 g of t-BuOCl was added dropwise to the solution while it was kept at 35° to 40° C. The solution was stirred at room temperature for 3 hours and then 200 ml of ether was added thereto. The mixture was left to stand overnight and crystals thus formed were separated by filtration and washed with ether. 42.0 g of the crude crystals were recrystallized from acetonitrile to obtain 35 g of 2-chloro-3-hydroxy-4-me... Yields the product CCNc1nc(Cl)c(SC)c(Cl)n1. Reactants: CCC(C)=O, CCN, CSc1c(Cl)nc(Cl)nc1Cl, O. As a reaction SMILES: [CH3:12][C:13]([CH2:14][CH3:15])=[O:16].[CH3:17][CH2:18][NH2:19].[Cl:1][c:2]1[n:3][c:4]([Cl:11])[c:5]([S:9][CH3:10])[c:6]([Cl:8])[n:7]1.[OH2:20]>>[c:2]1([NH:19][CH2:18][CH3:17])[n:3][c:4]([Cl:11])[c:5]([S:9][CH3:10])[c:6]([Cl:8])[n:7]1. The reactants are CCS(=O)(=O)c1cc(C#N)ccc1C1NC(=O)N(c2cccc(C(F)(F)F)c2)C(C)=C1C#N, C1CCOC1, C[Si](C)(C)[N-][Si](C)(C)C, CI, [Li+]. Yields the product CCS(=O)(=O)c1cc(C#N)ccc1C1C(C#N)=C(C)N(c2cccc(C(F)(F)F)c2)C(=O)N1C. Reaction SMILES: [C:1](#[N:2])[c:3]1[cH:4][c:5]([S:29](=[O:30])(=[O:31])[CH2:32][CH3:33])[c:6]([CH:9]2[NH:10][C:11](=[O:28])[N:12]([c:18]3[cH:19][c:20]([C:24]([F:25])([F:26])[F:27])[cH:21][cH:22][cH:23]3)[C:13]([CH3:17])=[C:14]2[C:15]#[N:16])[cH:7][cH:8]1.[CH2:46]1[O:47][CH2:48][CH2:49][CH2:50]1.[CH3:34][Si:35]([CH3:36])([CH3:37])[N-:38][Si:39]([CH3:40])([CH3:41])[CH3:42].[I:44][CH3:45].[Li+:43]>>[C:1](#[N:2])[c:3]1[cH:4][c:5]([S:29](=[O:30])(=[O:31])[CH2:32][CH3:33])[c:6]([CH:9]2[N:10]([CH3:34])[C:11](=[O:28])[N:12]([c:18]3[cH:19][c:20]([C:24]([F:25])([F:26])[F:27])[cH:21][cH:22][cH:23]3)[C:13]([CH3:17])=[C:14]2[C:15]#[N:16])[cH:7][cH:8]1.